Dataset: the Open Reaction Database (ORD), a public repository of structured organic reaction records. Task: describe an organic reaction: reactants, conditions, products, and yield The reactants are C1COCCN1 (effective_coupling_partner), CC(C)(C)C(=O)Oc2cc1ccccc1c3ccccc23 (substrate). Reagents/catalysts: IPr. Run at temperature 80 celsius, time 3 hour. The product is c1ccc4c(c1)cc(N2CCOCC2)c3ccccc34. Yields the product CC(C)(C)OC(=O)N1CCC(O)C1. Reactants: CC(C)(C)OC(=O)N1CCC(OS(C)(=O)=O)C1, CCOC(=O)CC(=O)OCC, CC[O-], CCO, Cl, [Na+], O. As a reaction SMILES: [C:16]([CH3:17])([CH3:18])([CH3:19])[O:20][C:21](=[O:22])[N:23]1[CH2:24][CH:25]([O:28][S:29]([CH3:30])(=[O:31])=[O:32])[CH2:26][CH2:27]1.[C:5]([O:6][CH2:7][CH3:8])(=[O:9])[CH2:10][C:11]([O:12][CH2:13][CH3:14])=[O:15].[CH3:2][CH2:3][O-:4].[CH3:35][CH2:36][OH:37].[ClH:33].[Na+:1].[OH2:34]>>[C:16]([CH3:17])([CH3:18])([CH3:19])[O:20][C:21](=[O:22])[N:23]1[CH2:24][CH:25]([OH:28])[CH2:26][CH2:27]1. The reactants are C(C=C)OC(=O)N1[C@@H](C[C@H](C1)OS(=O)(=O)C)COCCF ((2S,4R)-1-allyloxycarbonyl-2-(2-fluoroethyloxymethyl)-4-methanesulfonyloxypyrrolidine), C(C)(=O)S (thioacetic S-acid), [OH-].[Ca+2].[OH-] (calcium hydroxide). The solvent is CC(CC(C)=O)C (4-methyl-2-pentanone). The product is C(C)(=O)S[C@H]1C[C@H](N(C1)C(=O)OCC=C)COCCF ((2S,4S)-4-acetylthio-1-allyloxycarbonyl-2-(2-fluoroethyloxymethyl)pyrrolidine). As a reaction SMILES: [CH2:1]([O:4][C:5]([N:7]1[CH2:11][C@H:10](OS(C)(=O)=O)[CH2:9][C@H:8]1[CH2:17][O:18][CH2:19][CH2:20][F:21])=[O:6])[CH:2]=[CH2:3].[C:22]([SH:25])(=[O:24])[CH3:23].[OH-].[Ca+2].[OH-]>CC(C)CC(=O)C>[C:22]([S:25][C@@H:10]1[CH2:11][N:7]([C:5]([O:4][CH2:1][CH:2]=[CH2:3])=[O:6])[C@H:8]([CH2:17][O:18][CH2:19][CH2:20][F:21])[CH2:9]1)(=[O:24])[CH3:23] |f:2.3.4|. Procedure details: To a solution of (2S,4R)-1-allyloxycarbonyl-2-(2-fluoroethyloxymethyl)-4-methanesulfonyloxypyrrolidine (17.30 g) and thioacetic S-acid (5.88 ml) in 4-methyl-2-pentanone (121 ml) was added calcium hydroxide (3.05 g) below 45° C. Solvent (40 ml) was removed under reduced pressure (50-60 mmHg), at 40°-45° C. The suspension was heated at 80°-85° C. for 5 hours. After cooling, water (30 ml) was added to the suspension. The insoluble material was filtered off and washed with ethyl acetate (50 ml). The... The reactants are C[Si](C)(C)C#CC=1C=C2C=CC(=CC2=CC1)O (6-((trimethylsilyl)ethynyl)naphthalen-2-ol), C(=O)([O-])[O-].[K+].[K+] (K2CO3). Solvent: CO (MeOH), C1CCOC1 (THF), C(C)(=O)OCC (ethyl acetate). Product: C(#C)C=1C=C2C=CC(=CC2=CC1)O (6-ethynylnaphthalen-2-ol). Reaction SMILES: C[Si]([C:5]#[C:6][C:7]1[CH:8]=[C:9]2[C:14](=[CH:15][CH:16]=1)[CH:13]=[C:12]([OH:17])[CH:11]=[CH:10]2)(C)C.C([O-])([O-])=O.[K+].[K+]>CO.C1COCC1.C(OCC)(=O)C>[C:6]([C:7]1[CH:8]=[C:9]2[C:14](=[CH:15][CH:16]=1)[CH:13]=[C:12]([OH:17])[CH:11]=[CH:10]2)#[CH:5] |f:1.2.3|. Reported procedure: Compound 110A (770 mg, 3.20 mmol) in MeOH (5 ml) and THF (10 ml) was treated with K2CO3 (885 mg, 6.41 mmol) at room temperature for 3 h. The reaction was diluted with ethyl acetate and washed with water. The organic layer was concentrated and the residue was purified by flash chromatography, eluted with DCM to provide the compound 110B. Reactants: CN(C=O)C (N,N-dimethylformamide), COC1=C(C=CC=C1)O (2-methoxyphenol), FC(CI)(F)F (2,2,2-trifluoroethyl iodide), C([O-])([O-])=O.[K+].[K+] (potassium carbonate). Run in O (water). Run at temperature 130 celsius, time 6 hour. Product: COC1=C(C=CC=C1)OCC(F)(F)F (1-methoxy-2-(2,2,2-trifluoroethoxy) benzene). Isolated yield 71.9%. As a reaction SMILES: CN(C)C=O.[CH3:6][O:7][C:8]1[CH:13]=[CH:12][CH:11]=[CH:10][C:9]=1[OH:14].[F:15][C:16]([F:20])([F:19])[CH2:17]I.C(=O)([O-])[O-].[K+].[K+]>O>[CH3:6][O:7][C:8]1[CH:13]=[CH:12][CH:11]=[CH:10][C:9]=1[O:14][CH2:17][C:16]([F:20])([F:19])[F:15] |f:3.4.5|. Procedure details: To dry N,N-dimethylformamide (10 ml) were added 2-methoxyphenol (150 mg), 2,2,2-trifluoroethyl iodide (584 mg) and potassium carbonate (400 mg), and the mixture was stirred vigorously at 130° C. for 6 hours. To the reaction mixture was added water, and the mixture was extracted with diethyl ether. The extract was washed with water, dried over anhydrous magnesium sulfate. The solvent was evaporated under reduced pressure, and the residue was purified by medium pressure liquid column chromatograph... Reactants: CCCCOCCOc1ccc(-c2ccc3c(c2)C=C(C(=O)Nc2ccc(SCc4nncn4CC)cc2)CCN3CCC)cc1, ClCCl, [Na+], [Na+], O=C(OO)c1cccc(Cl)c1, O=S([O-])([O-])=S. The product is CCCCOCCOc1ccc(-c2ccc3c(c2)C=C(C(=O)Nc2ccc(S(=O)Cc4nncn4CC)cc2)CCN3CCC)cc1. RXN SMILES: [CH2:1]([CH2:2][CH2:3][CH3:4])[O:5][CH2:6][CH2:7][O:8][c:9]1[cH:10][cH:11][c:12](-[c:15]2[cH:16][cH:17][c:18]3[c:19]([cH:46]2)[CH:20]=[C:21]([C:28](=[O:29])[NH:30][c:31]2[cH:32][cH:33][c:34]([S:37][CH2:38][c:39]4[n:40][n:41][cH:42][n:43]4[CH2:44][CH3:45])[cH:35][cH:36]2)[CH2:22][CH2:23][N:24]3[CH2:25][CH2:26][CH3:27])[cH:13][cH:14]1.[Cl:65][CH2:66][Cl:67].[Na+:63].[Na+:64].[OH:47][O:48][C:49]([c:50]1[cH:51][c:52]([Cl:53])[cH:54][cH:55][cH:56]1)=[O:57].[S:58]([O-:59])([O-:60])(=[O:61])=[S:62]>>[CH2:1]([CH2:2][CH2:3][CH3:4])[O:5][CH2:6][CH2:7][O:8][c:9]1[cH:10][cH:11][c:12](-[c:15]2[cH:16][cH:17][c:18]3[c:19]([cH:46]2)[CH:20]=[C:21]([C:28](=[O:29])[NH:30][c:31]2[cH:32][cH:33][c:34]([S:37]([CH2:38][c:39]4[n:40][n:41][cH:42][n:43]4[CH2:44][CH3:45])=[O:47])[cH:35][cH:36]2)[CH2:22][CH2:23][N:24]3[CH2:25][CH2:26][CH3:27])[cH:13][cH:14]1. The reactants are [Mg] (Magnesium), C(CC(=O)[O-])(=O)OCC (ethyl malonate), C(C(=O)Cl)(=O)Cl (Oxalyl chloride), ClC=1C(=C(C(=O)O)C(=C(C1F)F)C)F (3-chloro-2,4,5-trifluoro-6-methylbenzoic acid). The reagents and catalysts are CN(C=O)C (N,N-dimethylformamide). The solvent is C(Cl)(Cl)(Cl)Cl (carbon tetrachloride), C(C)O (ethanol), O1CCCC1 (tetrahydrofuran), C(Cl)Cl (methylene chloride). Reaction conditions: temperature 80 celsius, time 4 hour. Yields the product ClC=1C(=C(C(=O)CC(=O)OCC)C(=C(C1F)F)C)F (Ethyl 3-Chloro-2,4,5-trifluoro-6-methylbenzoylacetate). As a reaction SMILES: [Mg].[C:2]([O:8][CH2:9][CH3:10])(=[O:7])[CH2:3][C:4]([O-:6])=O.C(Cl)(=O)C(Cl)=O.[Cl:17][C:18]1[C:19]([F:30])=[C:20]([C:24]([CH3:29])=[C:25]([F:28])[C:26]=1[F:27])C(O)=O>O1CCCC1.CN(C)C=O.C(Cl)Cl.C(Cl)(Cl)(Cl)Cl.C(O)C>[Cl:17][C:18]1[C:19]([F:30])=[C:20]([C:24]([CH3:29])=[C:25]([F:28])[C:26]=1[F:27])[C:4]([CH2:3][C:2]([O:8][CH2:9][CH3:10])=[O:7])=[O:6]. Procedure: Magnesium (240 mg), ethanol (1 ml) and carbon tetrachloride (0.1 ml) were stirred at room temperature in a three necked flask to activate them. A solution of ethyl malonate (1.5 ml) in tetrahydrofuran (8 ml) was slowly added dropwise to the activated mixture, followed by stirring at 80° C. for 4 hours. After the reaction mixture was allowed to cool, it was chilled to -40° C. Oxalyl chloride (0.8 ml) and N,N-dimethylformamide (1 drop) were added to a solution of 3-chloro-2,4,5-trifluoro-6-methylb... Reactants: C(C1=CC=CC=C1)N1C[C@@H]2[C@](C1)(C1=C2C=CC=C1)C(=O)OC (cis-2-Benzyl-3a-methoxycarbonyl-2,3,3a,7b-tetrahydro-1H-benzo[3,4]-cyclobuta[1,2-c]pyrrole), [H-].[H-].[H-].[H-].[Li+].[Al+3] (LiAlH4). Solvent: O1CCCC1 (tetrahydrofuran), O1CCCC1 (tetrahydrofuran). Run at time 8 hour. The product is C(C1=CC=CC=C1)N1C[C@@H]2[C@](C1)(C1=C2C=CC=C1)CO (cis-2-Benzyl-3a-hydroxymethyl-2,3,3a,7b-tetrahydro-1H-benzo[3,4]cyclobuta[1,2-c]pyrrole). Isolated yield 96.7%. RXN SMILES: [CH2:1]([N:8]1[CH2:12][C@:11]2([C:19](OC)=[O:20])[C:13]3[CH:18]=[CH:17][CH:16]=[CH:15][C:14]=3[C@@H:10]2[CH2:9]1)[C:2]1[CH:7]=[CH:6][CH:5]=[CH:4][CH:3]=1.[H-].[H-].[H-].[H-].[Li+].[Al+3]>O1CCCC1>[CH2:1]([N:8]1[CH2:12][C@:11]2([CH2:19][OH:20])[C:13]3[CH:18]=[CH:17][CH:16]=[CH:15][C:14]=3[C@@H:10]2[CH2:9]1)[C:2]1[CH:3]=[CH:4][CH:5]=[CH:6][CH:7]=1 |f:1.2.3.4.5.6|. Procedure: A solution of 4 g of compound obtained in Step C in 50 ml of tetrahydrofuran is added dropwise to a suspension of 1.03 g of LiAlH4 in 15 ml of tetrahydrofuran. The mixture is left overnight at ambient temperature. After hydrolysis and filtering off the salts, evaporation to dryness is carried out to obtain 3.5 g of expected product. The reactants are Fc1ccccc1N1CCNCC1, CCCc1cc(CCC=O)n(-c2ccc([N+](=O)[O-])cc2)n1. The product is CCCc1cc(CCCN2CCN(c3ccccc3F)CC2)n(-c2ccc([N+](=O)[O-])cc2)n1. As a reaction SMILES: [F:22][c:23]1[c:24]([N:29]2[CH2:30][CH2:31][NH:32][CH2:33][CH2:34]2)[cH:25][cH:26][cH:27][cH:28]1.[N+:1](=[O:2])([O-:3])[c:4]1[cH:5][cH:6][c:7](-[n:10]2[n:11][c:12]([CH2:19][CH2:20][CH3:21])[cH:13][c:14]2[CH2:15][CH2:16][CH:17]=[O:18])[cH:8][cH:9]1>>[N+:1](=[O:2])([O-:3])[c:4]1[cH:5][cH:6][c:7](-[n:10]2[n:11][c:12]([CH2:19][CH2:20][CH3:21])[cH:13][c:14]2[CH2:15][CH2:16][CH2:17][N:32]2[CH2:31][CH2:30][N:29]([c:24]3[c:23]([F:22])[cH:28][cH:27][cH:26][cH:25]3)[CH2:34][CH2:33]2)[cH:8][cH:9]1. Starting materials: OCCc1ccc(C(F)(F)F)cc1, O=C1COC(=O)N1, C1CCOC1, c1ccc(P(c2ccccc2)c2ccccc2)cc1. RXN SMILES: [F:1][C:2]([c:3]1[cH:4][cH:5][c:6]([CH2:9][CH2:10][OH:11])[cH:7][cH:8]1)([F:12])[F:13].[O:33]1[C:34](=[O:39])[NH:35][C:36](=[O:38])[CH2:37]1.[O:40]1[CH2:41][CH2:42][CH2:43][CH2:44]1.[c:14]1([P:15]([c:16]2[cH:17][cH:18][cH:19][cH:20][cH:21]2)[c:22]2[cH:23][cH:24][cH:25][cH:26][cH:27]2)[cH:28][cH:29][cH:30][cH:31][cH:32]1>>[F:1][C:2]([c:3]1[cH:4][cH:5][c:6]([CH2:9][CH2:10][N:35]2[C:34](=[O:39])[O:33][CH2:37][C:36]2=[O:38])[cH:7][cH:8]1)([F:12])[F:13]. Yields the product O=C1COC(=O)N1CCc1ccc(C(F)(F)F)cc1.